From a dataset of the Open Reaction Database (ORD), a public repository of structured organic reaction records. describe an organic reaction: reactants, conditions, products, and yield The reactants are O=C([O-])[O-], Cc1ccc(B(O)O)cn1, CN(C)C=O, Cl[Cu], [Cs+], [Cs+], O=c1c2nn(Cc3ccc(I)cc3)c3ccsc3c-2nn1C1CCCOC1, CC(=O)[O-], CC(=O)[O-], O, [Pd+2]. Product: Cc1ccc(-c2ccc(Cn3nc4c(=O)n(C5CCCOC5)nc-4c4sccc43)cc2)cn1. As a reaction SMILES: [C:28](=[O:29])([O-:30])[O-:31].[CH3:34][c:35]1[n:36][cH:37][c:38]([B:41]([OH:42])[OH:43])[cH:39][cH:40]1.[CH3:45][N:46]([CH3:47])[CH:48]=[O:49].[Cl:50][Cu:51].[Cs+:32].[Cs+:33].[I:1][c:2]1[cH:3][cH:4][c:5]([CH2:8][n:9]2[n:10][c:11]3[c:20](=[O:21])[n:19]([CH:22]4[CH2:23][O:24][CH2:25][CH2:26][CH2:27]4)[n:18][c:12]-3[c:13]3[c:14]2[cH:15][cH:16][s:17]3)[cH:6][cH:7]1.[O-:53][C:54]([CH3:55])=[O:56].[O-:57][C:58]([CH3:59])=[O:60].[OH2:44].[Pd+2:52]>>[c:2]1(-[c:38]2[cH:37][n:36][c:35]([CH3:34])[cH:40][cH:39]2)[cH:3][cH:4][c:5]([CH2:8][n:9]2[n:10][c:11]3[c:20](=[O:21])[n:19]([CH:22]4[CH2:23][O:24][CH2:25][CH2:26][CH2:27]4)[n:18][c:12]-3[c:13]3[c:14]2[cH:15][cH:16][s:17]3)[cH:6][cH:7]1.